This data is from the Open Reaction Database (ORD), a public repository of structured organic reaction records. The task is: describe an organic reaction: reactants, conditions, products, and yield Reactants: N1C(=NCCC1)NC(=O)CCC1=CC=C(C(=O)O)C=C1 (4-(2-(1,4,5,6-tetrahydropyrimidin-2-ylcarbamoyl)ethyl)benzoic acid), S(=O)=O (sulfur dioxide), S(=O)(Cl)Cl (thionyl chloride), S(=O)(Cl)Cl (thionyl chloride). Run in C1(=CC=CC=C1)C (toluene). Reaction conditions: temperature 70 celsius. Yields the product Cl.N1C(=NCCC1)NC(=O)CCC1=CC=C(C(=O)Cl)C=C1 (4-(2-(1,4,5,6-tetrahydropyrimidin-2-ylcarbamoyl)ethyl)benzoyl Chloride Hydrochloride). RXN SMILES: [NH:1]1[CH2:6][CH2:5][CH2:4][N:3]=[C:2]1[NH:7][C:8]([CH2:10][CH2:11][C:12]1[CH:20]=[CH:19][C:15]([C:16](O)=[O:17])=[CH:14][CH:13]=1)=[O:9].S(Cl)([Cl:23])=O.S(=O)=O>C1(C)C=CC=CC=1>[ClH:23].[NH:1]1[CH2:6][CH2:5][CH2:4][N:3]=[C:2]1[NH:7][C:8]([CH2:10][CH2:11][C:12]1[CH:20]=[CH:19][C:15]([C:16]([Cl:23])=[O:17])=[CH:14][CH:13]=1)=[O:9] |f:4.5|. Procedure: 110.2 g (0.4 mol) of 4-(2-(1,4,5,6-tetrahydropyrimidin-2-ylcarbamoyl)ethyl)benzoic acid were suspended in 1.5 l of toluene, then 35 ml of thionyl chloride were added and the mixture was heated to 70° C. for 2 h. Then further 16 ml of thionyl chloride were added and heating was continued until the evolution of sulfur dioxide had ceased. The almost clear solution was evaporated to dryness to give 139.5 g of the crude title compound as a yellow powder. This product was directly used in the subseque... Starting materials: ClC1=NC=C(C(=N1)NC1=C(C=CC=C1)OC)Cl ((2,5-Dichloro-pyrimidin-4-yl)-(2-methoxy-phenyl)-amine), NC=1C(=CC2=C(CCOC(N2C)=O)C1)OC (2-Amino-3-methoxy-5-methyl-8,9-dihydro-5H-7-oxa-5-aza-benzocyclohepten-6-one). Product: ClC=1C(=NC(=NC1)NC=1C(=CC2=C(CCOC(N2C)=O)C1)OC)NC1=C(C=CC=C1)OC (2-[5-Chloro-4-(2-methoxy-phenylamino)-pyrimidin-2-ylamino]-3-methoxy-5-methyl-8,9-dihydro-5H-7-oxa-5-aza-benzocyclohepten-6-one). Yield: 69.0%. RXN SMILES: Cl[C:2]1[N:7]=[C:6]([NH:8][C:9]2[CH:14]=[CH:13][CH:12]=[CH:11][C:10]=2[O:15][CH3:16])[C:5]([Cl:17])=[CH:4][N:3]=1.[NH2:18][C:19]1[C:20]([O:32][CH3:33])=[CH:21][C:22]2[N:28]([CH3:29])[C:27](=[O:30])[O:26][CH2:25][CH2:24][C:23]=2[CH:31]=1>>[Cl:17][C:5]1[C:6]([NH:8][C:9]2[CH:14]=[CH:13][CH:12]=[CH:11][C:10]=2[O:15][CH3:16])=[N:7][C:2]([NH:18][C:19]2[C:20]([O:32][CH3:33])=[CH:21][C:22]3[N:28]([CH3:29])[C:27](=[O:30])[O:26][CH2:25][CH2:24][C:23]=3[CH:31]=2)=[N:3][CH:4]=1. Procedure: In an analogous manner to Example 1503, the product was prepared from (2,5-Dichloro-pyrimidin-4-yl)-(2-methoxy-phenyl)-amine and 2-Amino-3-methoxy-5-methyl-8,9-dihydro-5H-7-oxa-5-aza-benzocyclohepten-6-one. Product isolated as a white solid (70 mg, 69%). mp: 192-194° C., MS (ESI+): 456 (M+H), 1H-NMR (CDCl3, 400 MHz) δ 8.24 (s, 1H), 8.12 (s, 1H), 7.96 (d, 1H), 7.63 (s, 1H), 7.14 (q, 1H), 7.13 (s, 1H), 6.99 (s, 1H), 6.92 (t, 1H), 4.27 (t, J=6 Hz, 2H), 3.82 (s, 6H), 3.28 (s, 3H), 2.69 (t, J=6 Hz, 2... Starting materials: Cc1cc(O[Si](C(C)C)(C(C)C)C(C)C)cc(C)c1Cc1ccc(OCc2ccccc2)c(S(=O)(=O)c2ccc(F)cc2)c1, CCCC[N+](CCCC)(CCCC)CCCC, CC(Cl)Cl, [F-]. Product: Cc1cc(O)cc(C)c1Cc1ccc(OCc2ccccc2)c(S(=O)(=O)c2ccc(F)cc2)c1. As a reaction SMILES: [CH2:1]([c:2]1[cH:3][cH:4][cH:5][cH:6][cH:7]1)[O:8][c:9]1[c:10]([S:35](=[O:36])(=[O:37])[c:38]2[cH:39][cH:40][c:41]([F:44])[cH:42][cH:43]2)[cH:11][c:12]([CH2:13][c:14]2[c:15]([CH3:32])[cH:16][c:17]([O:18][Si:19]([CH:20]([CH3:21])[CH3:22])([CH:23]([CH3:24])[CH3:25])[CH:26]([CH3:27])[CH3:28])[cH:29][c:30]2[CH3:31])[cH:33][cH:34]1.[CH3:46][CH2:47][CH2:48][CH2:49][N+:50]([CH2:51][CH2:52][CH2:53][CH3:54])([CH2:55][CH2:56][CH2:57][CH3:58])[CH2:59][CH2:60][CH2:61][CH3:62].[Cl:63][CH:64]([Cl:65])[CH3:66].[F-:45]>>[CH2:1]([c:2]1[cH:3][cH:4][cH:5][cH:6][cH:7]1)[O:8][c:9]1[c:10]([S:35](=[O:36])(=[O:37])[c:38]2[cH:39][cH:40][c:41]([F:44])[cH:42][cH:43]2)[cH:11][c:12]([CH2:13][c:14]2[c:15]([CH3:32])[cH:16][c:17]([OH:18])[cH:29][c:30]2[CH3:31])[cH:33][cH:34]1. RXN SMILES: [CH2:1]([CH:2]=[CH2:3])[N:4]([C:5](=[O:6])[O:7][C:8]([CH3:9])([CH3:10])[CH3:11])[c:12]1[cH:13][c:14]([O:23][CH3:24])[c:15]([B:20]([OH:21])[OH:22])[c:16]([O:18][CH3:19])[cH:17]1.[CH3:25][O:26][C:27]([CH:28]([NH:29][C:30]([c:31]1[c:32]([Cl:38])[cH:33][cH:34][cH:35][c:36]1[Cl:37])=[O:39])[CH2:40][c:41]1[cH:42][cH:43][c:44]([O:47][S:48]([C:49]([F:50])([F:51])[F:52])(=[O:53])=[O:54])[cH:45][cH:46]1)=[O:55]>>[CH2:1]([CH:2]=[CH2:3])[N:4]([C:5](=[O:6])[O:7][C:8]([CH3:9])([CH3:10])[CH3:11])[c:12]1[cH:13][c:14]([O:23][CH3:24])[c:15](-[c:44]2[cH:43][cH:42][c:41]([CH2:40][CH:28]([C:27]([O:26][CH3:25])=[O:55])[NH:29][C:30]([c:31]3[c:32]([Cl:38])[cH:33][cH:34][cH:35][c:36]3[Cl:37])=[O:39])[cH:46][cH:45]2)[c:16]([O:18][CH3:19])[cH:17]1. Yields the product C=CCN(C(=O)OC(C)(C)C)c1cc(OC)c(-c2ccc(CC(NC(=O)c3c(Cl)cccc3Cl)C(=O)OC)cc2)c(OC)c1. Reactants: C=CCN(C(=O)OC(C)(C)C)c1cc(OC)c(B(O)O)c(OC)c1, COC(=O)C(Cc1ccc(OS(=O)(=O)C(F)(F)F)cc1)NC(=O)c1c(Cl)cccc1Cl.